Dataset: the Open Reaction Database (ORD), a public repository of structured organic reaction records. Task: describe an organic reaction: reactants, conditions, products, and yield The reactants are [N+](=O)(O)[O-] (Nitric acid), O1C2=C(CC1)C=CC=C2C(=O)O (2,3-dihydrobenzo[b]furan-7-carboxylic acid). The solvent is FC(C(=O)O)(F)F (trifluoroacetic acid). Product: [N+](=O)([O-])C1=CC2=C(OCC2)C(=C1)C(=O)O (5-nitro-2,3-dihydrobenzo[b]furan-7-carboxylic acid). Reaction SMILES: [N+:1]([O-:4])(O)=[O:2].[O:5]1[CH2:9][CH2:8][C:7]2[CH:10]=[CH:11][CH:12]=[C:13]([C:14]([OH:16])=[O:15])[C:6]1=2>FC(F)(F)C(O)=O>[N+:1]([C:11]1[CH:12]=[C:13]([C:14]([OH:16])=[O:15])[C:6]2[O:5][CH2:9][CH2:8][C:7]=2[CH:10]=1)([O-:4])=[O:2]. Reported procedure: Nitric acid (9 ml) was added to a cooled (ice bath) solution of 2,3-dihydrobenzo[b]furan-7-carboxylic acid (5.1 g, 31 mmol) in trifluoroacetic acid (45 ml). After 4 hours the mixture was quenched into ice-water (150 ml) and the mixture filtered to give 5-nitro-2,3-dihydrobenzo[b]furan-7-carboxylic acid, which was washed with water and used crude (wet) in the next stage.